From a dataset of the Open Reaction Database (ORD), a public repository of structured organic reaction records. describe an organic reaction: reactants, conditions, products, and yield Reactants: Br, CC1(C)C(C(=O)O)C1(C)C, COCCn1c(C)csc1=N. Yields the product COCCn1c(C)csc1=NC(=O)C1C(C)(C)C1(C)C. As a reaction SMILES: [BrH:1].[CH3:13][C:14]1([CH3:15])[CH:16]([C:17]([OH:18])=[O:19])[C:20]1([CH3:21])[CH3:22].[CH3:2][O:3][CH2:4][CH2:5][n:6]1[c:7](=[NH:12])[s:8][cH:9][c:10]1[CH3:11]>>[CH3:2][O:3][CH2:4][CH2:5][n:6]1[c:7](=[N:12][C:17]([CH:16]2[C:14]([CH3:13])([CH3:15])[C:20]2([CH3:21])[CH3:22])=[O:18])[s:8][cH:9][c:10]1[CH3:11]. The reactants are CN1C(NC(C=2N(C=NC12)CC1=CC=C(C=C1)C(C1=CC=C(C=C1)Cl)=O)=O)=O (3-methyl-7-[4-(4-chlorobenzoyl)benzyl]xanthine), C([O-])([O-])=O.[K+].[K+] (potassium carbonate), C(CC)I (propyl iodide). Solvent: CN(C)C=O (DMF), O (water). The product is ClC1=CC=C(C(=O)C2=CC=C(CN3C=NC=4N(C(N(C(C34)=O)CCC)=O)C)C=C2)C=C1 (7-[4-(4-Chlorobenzoyl)benzyl]-3-methyl-1-propylxanthine). Yield: 48.4%. Reaction SMILES: [CH3:1][N:2]1[C:10]2[N:9]=[CH:8][N:7]([CH2:11][C:12]3[CH:17]=[CH:16][C:15]([C:18](=[O:26])[C:19]4[CH:24]=[CH:23][C:22]([Cl:25])=[CH:21][CH:20]=4)=[CH:14][CH:13]=3)[C:6]=2[C:5](=[O:27])[NH:4][C:3]1=[O:28].C(=O)([O-])[O-].[K+].[K+].[CH2:35](I)[CH2:36][CH3:37]>CN(C=O)C.O>[Cl:25][C:22]1[CH:23]=[CH:24][C:19]([C:18]([C:15]2[CH:14]=[CH:13][C:12]([CH2:11][N:7]3[C:6]4[C:5](=[O:27])[N:4]([CH2:35][CH2:36][CH3:37])[C:3](=[O:28])[N:2]([CH3:1])[C:10]=4[N:9]=[CH:8]3)=[CH:17][CH:16]=2)=[O:26])=[CH:20][CH:21]=1 |f:1.2.3|. Procedure details: A solution of 3-methyl-7-[4-(4-chlorobenzoyl)benzyl]xanthine (657 mg), potassium carbonate (242 mg) and propyl iodide (427 mg) in DMF (10 ml) was stirred at 60° C. for 5 hours. This reaction mixture was poured in water and extracted with ethyl acetate. The extract was washed with water, dried, and concentrated. The residue was purified by silica gel column chromatography (hexane-ethyl acetate =1:1) and recrystallized from ethyl acetate to provide the title compound as colorless solid (352 mg). Reactants: C(C)[C@@H]1CC[C@H](CC1)NC(=O)[C@H]1[C@@H](C1)COS(=O)(=O)C (methane sulfonic acid 2-(trans-4-ethyl-cyclohexylcarbamoyl)-trans-cyclopropylmethyl ester), Cl.ClC=1C=C(C=CC1)N1CCNCC1 (1-(3-chloro-phenyl)-piperazine hydrochloride), C[C@@H]1CC[C@H](CC1)NC(=O)[C@H]1[C@@H](C1)COS(=O)(=O)C (methane sulfonic acid 2-(trans-4-methyl-cyclohexylcarbamoyl)-trans-cyclopropylmethyl ester), Cl.FC(C1=CC=C(C=C1)N1CCNCC1)(F)F (4-(4-trifluoromethyl-phenyl)-piperazine hydrochloride). The product is C(C)[C@@H]1CC[C@H](CC1)NC(=O)[C@H]1[C@@H](C1)CN1CCN(CC1)C1=CC=C(C=C1)C(F)(F)F (trans-2-[4-(4-Trifluoromethyl-phenyl)-piperazin-1-ylmethyl]cyclopropanecarboxylic acid trans-(4-ethylcyclohexyl)-amide). RXN SMILES: [CH2:1]([C@H:3]1[CH2:8][CH2:7][C@H:6]([NH:9][C:10]([C@@H:12]2[CH2:14][C@H:13]2[CH2:15]OS(C)(=O)=O)=[O:11])[CH2:5][CH2:4]1)[CH3:2].C[C@H]1CC[C@H](NC([C@@H]2C[C@H]2COS(C)(=O)=O)=O)CC1.Cl.[F:41][C:42]([F:56])([F:55])[C:43]1[CH:48]=[CH:47][C:46]([N:49]2[CH2:54][CH2:53][NH:52][CH2:51][CH2:50]2)=[CH:45][CH:44]=1.Cl.ClC1C=C(N2CCNCC2)C=CC=1>>[CH2:1]([C@H:3]1[CH2:8][CH2:7][C@H:6]([NH:9][C:10]([C@@H:12]2[CH2:14][C@H:13]2[CH2:15][N:52]2[CH2:51][CH2:50][N:49]([C:46]3[CH:45]=[CH:44][C:43]([C:42]([F:55])([F:56])[F:41])=[CH:48][CH:47]=3)[CH2:54][CH2:53]2)=[O:11])[CH2:5][CH2:4]1)[CH3:2] |f:2.3,4.5|. Procedure details: Follow the procedure of Example 11e, and substitute methane sulfonic acid 2-(trans-4-ethyl-cyclohexylcarbamoyl)-trans-cyclopropylmethyl ester (Example 13d) for methane sulfonic acid 2-(trans-4-methyl-cyclohexylcarbamoyl)-trans-cyclopropylmethyl ester and 4-(4-trifluoromethyl-phenyl)-piperazine hydrochloride for 1-(3-chloro-phenyl)-piperazine hydrochloride therein to obtain the title compound MS m/z=438 (M+H)+, 78.5% pure by HPLC assay. Starting materials: C(C)(C)(C)[Mg]Cl (tert-butyl magnesium chloride), C(C)(C)[Mg]Cl (isopropyl magnesium chloride), C[Si](Cl)(OC)C (dimethylmethoxychlorosilane). The solvent is C1CCOC1 (THF), C1(=CC=CC=C1)C (toluene), C1(=CC=CC=C1)C (toluene). Reaction conditions: temperature 70 celsius, time 4 hour. Product: C(C)(C)(C)[Si](OC)(C)C (tert-butyldimethylmethoxysilane). Reaction SMILES: [C:1]([Mg]Cl)([CH3:4])([CH3:3])[CH3:2].C([Mg]Cl)(C)C.[CH3:12][Si:13]([CH3:17])([O:15][CH3:16])Cl>C1(C)C=CC=CC=1.C1COCC1>[C:1]([Si:13]([CH3:17])([CH3:12])[O:15][CH3:16])([CH3:4])([CH3:3])[CH3:2]. Procedure details: To the silane mixture comprising dimethylmethoxychlorosilane as produced by the disproportionation reaction in (a) above, was added 150 ml of toluene to dissolve the silanes in toluene, and to give a toluene solution of said silane mixture. To the toluene solution was added dropwise the THF solution of tert-butyl magnesium chloride as produced in Example 20, through a dropping funnel, at 40° C.-50° C. over 1 hour. Then, the resulting mixture was stirred at 70° C. for 4 hours. The Grignard reagen... Product: Cn1nc(-c2cc3c(cc2F)OCC(=O)N3)c(Cl)c1C(F)(F)F. As a reaction SMILES: [CH3:27][C:28](=[O:29])[OH:30].[Cl:1][c:2]1[c:3](-[c:12]2[cH:13][c:14]([N+:24]([O-:25])=[O:26])[c:15]([O:16][CH2:17][C:18](=[O:19])[OH:20])[cH:21][c:22]2[F:23])[n:4][n:5]([CH3:11])[c:6]1[C:7]([F:8])([F:9])[F:10].[Fe:31]>>[Cl:1][c:2]1[c:3](-[c:12]2[cH:13][c:14]3[c:15]([cH:21][c:22]2[F:23])[O:16][CH2:17][C:18](=[O:20])[NH:24]3)[n:4][n:5]([CH3:11])[c:6]1[C:7]([F:8])([F:9])[F:10]. Starting materials: CC(=O)O, Cn1nc(-c2cc([N+](=O)[O-])c(OCC(=O)O)cc2F)c(Cl)c1C(F)(F)F, [Fe]. The reactants are CS(=O)C1=NN2C(C=N1)=CC=C2C2=C(C=CC=C2)NS(=O)(=O)C (N-[2-(2-methanesulfinyl-pyrrolo[2,1-f][1,2,4]triazin-7-yl)-phenyl]-methanesulfonamide), CN1C=NC2=C1C=C(C=C2)N (3-methyl-3H-benzimidazol-5-ylamine). Yields the product CN1C=NC2=C1C=C(C=C2)NC2=NN1C(C=N2)=CC=C1C1=C(C=CC=C1)NS(=O)(=O)C (N-{2-[2-(3-Methyl-3H-benzoimidazol-5-ylamino)-pyrrolo[2,1-f][1,2,4]triazin-7-yl]-phenyl}-methanesulfonamide). As a reaction SMILES: CS([C:4]1[N:9]=[CH:8][C:7]2=[CH:10][CH:11]=[C:12]([C:13]3[CH:18]=[CH:17][CH:16]=[CH:15][C:14]=3[NH:19][S:20]([CH3:23])(=[O:22])=[O:21])[N:6]2[N:5]=1)=O.[CH3:24][N:25]1[C:29]2[CH:30]=[C:31]([NH2:34])[CH:32]=[CH:33][C:28]=2[N:27]=[CH:26]1>>[CH3:24][N:25]1[C:29]2[CH:30]=[C:31]([NH:34][C:4]3[N:9]=[CH:8][C:7]4=[CH:10][CH:11]=[C:12]([C:13]5[CH:18]=[CH:17][CH:16]=[CH:15][C:14]=5[NH:19][S:20]([CH3:23])(=[O:22])=[O:21])[N:6]4[N:5]=3)[CH:32]=[CH:33][C:28]=2[N:27]=[CH:26]1. Reported procedure: Following the synthetic and purification procedures described in Example 1293d, N-[2-(2-methanesulfinyl-pyrrolo[2,1-f][1,2,4]triazin-7-yl)-phenyl]-methanesulfonamide (56 mg, 0.16 mmol) was coupled with 3-methyl-3H-benzimidazol-5-ylamine (40 mg, 0.28 mmol) at 105° C. for 86 h to afford the title compound. Yield of TFA salt: 19 mg (22%) of brown powder; LC/MS: 434 (M+H); HPLC: 95% pure, RT=2.19 min; 1H NMR: (DMSO, δ) 10.01 (s, 1H), 9.92 (s, 1H), 9.33 (s, 1H), 9.08 (s, 1H), 8.40 (s, 1H), 7.93 (d, J...